This data is from the Open Reaction Database (ORD), a public repository of structured organic reaction records. The task is: describe an organic reaction: reactants, conditions, products, and yield Product: N (ammonia), C(\C=C\C(=O)O)(=O)O.S1C(=NC2=C1C=CC=C2)N2[C@@H]1CN([C@H](C2)C1)C (2-(2-Benzothiazolyl)-5-methyl-(1S,4S)-2,5-diazabicyclo-[2.2.1]-heptane fumaric acid salt). Reaction SMILES: [S:1]1[C:5]2[CH:6]=[CH:7][CH:8]=[CH:9][C:4]=2[N:3]=[C:2]1[N:10]1[CH2:15][C@@H:14]2[CH2:16][C@H:11]1[CH2:12][NH:13]2.[CH2:17]=[O:18].[OH-:19].[Na+].[CH:21]([OH:23])=[O:22]>>[NH3:3].[C:21]([OH:23])(=[O:22])/[CH:4]=[CH:5]/[C:17]([OH:19])=[O:18].[S:1]1[C:5]2[CH:6]=[CH:7][CH:8]=[CH:9][C:4]=2[N:3]=[C:2]1[N:10]1[CH2:15][C@@H:14]2[CH2:16][C@H:11]1[CH2:12][N:13]2[CH3:21] |f:2.3,6.7|. Procedure: A mixture of 2-(2-benzothiazolyl)-(1S,4S)-2,5-diazabicyclo-[2.2.1]-heptane (0.64 g; 2.77 mmol), formic acid (5 ml) and formaldehyde (5 ml) was stirred at reflux for 24 hours. Aqueous sodium hydroxide (50 ml; 1 M) was added and the mixture was extracted with dichloromethane (3×50 ml). Chromatography on silica gel with dichloromethane, methanol and conc. ammonia (89:10:1) gave the title compound as free base. Yield 0.19 g (28%). The corresponding salt was obtained by addition of a diethyl ether an... Starting materials: S1C(=NC2=C1C=CC=C2)N2[C@@H]1CN[C@H](C2)C1 (2-(2-benzothiazolyl)-(1S,4S)-2,5-diazabicyclo-[2.2.1]-heptane), C=O (formaldehyde), C(=O)O (formic acid), [OH-].[Na+] (sodium hydroxide). The reactants are COC(=O)c1csc(NC(=O)C(NC(=O)C(NC(=O)OC(C)(C)C)c2ccc(NC(C)=O)cc2)C(C)c2ccccc2)n1, ClCCl, O=C(O)C(F)(F)F. Product: COC(=O)c1csc(NC(=O)C(NC(=O)C(N)c2ccc(NC(C)=O)cc2)C(C)c2ccccc2)n1. RXN SMILES: [CH3:1][O:2][C:3](=[O:4])[c:5]1[n:6][c:7]([NH:10][C:11]([CH:12]([CH:13]([CH3:14])[c:15]2[cH:16][cH:17][cH:18][cH:19][cH:20]2)[NH:21][C:22]([CH:23]([NH:24][C:25]([O:26][C:27]([CH3:28])([CH3:29])[CH3:30])=[O:31])[c:32]2[cH:33][cH:34][c:35]([NH:38][C:39]([CH3:40])=[O:41])[cH:36][cH:37]2)=[O:42])=[O:43])[s:8][cH:9]1.[Cl:51][CH2:52][Cl:53].[OH:44][C:45]([C:46]([F:47])([F:48])[F:49])=[O:50]>>[CH3:1][O:2][C:3](=[O:4])[c:5]1[n:6][c:7]([NH:10][C:11]([CH:12]([CH:13]([CH3:14])[c:15]2[cH:16][cH:17][cH:18][cH:19][cH:20]2)[NH:21][C:22]([CH:23]([NH2:24])[c:32]2[cH:33][cH:34][c:35]([NH:38][C:39]([CH3:40])=[O:41])[cH:36][cH:37]2)=[O:42])=[O:43])[s:8][cH:9]1. The reactants are C(C)(C)(C)NS(=O)(=O)C1=C(C=CC(=C1)CN(S(=O)(=O)C)C)S(=O)(=O)C (N-tert-butyl-5-(N-methyl-N-methanesulfonylaminomethyl)-2-methanesulfonylbenzenesulfonamide). Run in FC(C(=O)O)(F)F (trifluoroacetic acid). Product: CN(S(=O)(=O)C)CC=1C=CC(=C(C1)S(=O)(=O)N)S(=O)(=O)C (5-(N-methyl-N-methanesulfonylaminomethyl)-2-methanesulfonylbenzenesulfonamide). Yield: 82.3%. Reaction SMILES: C([NH:5][S:6]([C:9]1[CH:14]=[C:13]([CH2:15][N:16]([CH3:21])[S:17]([CH3:20])(=[O:19])=[O:18])[CH:12]=[CH:11][C:10]=1[S:22]([CH3:25])(=[O:24])=[O:23])(=[O:8])=[O:7])(C)(C)C>FC(F)(F)C(O)=O>[CH3:21][N:16]([CH2:15][C:13]1[CH:12]=[CH:11][C:10]([S:22]([CH3:25])(=[O:24])=[O:23])=[C:9]([S:6]([NH2:5])(=[O:7])=[O:8])[CH:14]=1)[S:17]([CH3:20])(=[O:18])=[O:19]. Reported procedure: A solution of 1.85 g (4.5 mmol) of N-tert-butyl-5-(N-methyl-N-methanesulfonylaminomethyl)-2-methanesulfonylbenzenesulfonamide in 20 ml of trifluoroacetic acid is stirred at room temperature for 8 h. The mixture is evaporated to dryness and then coevaporated with toluene, and the residue obtained is crystallized from ethyl acetate/diisopropyl ether. 1.32 g (83%) of 5-(N-methyl-N-methanesulfonylaminomethyl)-2-methanesulfonylbenzenesulfonamide of melting point 165-169° C. are obtained. Reactants: BrC1=C(C(=CC(=C1)Br)C)N=NC1=CC=C(N(CC)CC)C=C1 (4-(2',4'-dibromo-6'-methylphenylazo)-N,N-diethylaniline), C=NO (formaldoxime), N1=C(C=CC=C1C)C (2,6-lutidine), [N+](=O)([O-])C1=CC=CC=C1 (nitrobenzene). Reagents/catalysts: [Cu]I (copper (I) iodide). Reaction conditions: temperature 95 celsius. Product: C(#N)C1=C(C(=CC(=C1)Br)C)N=NC1=CC=C(N(CC)CC)C=C1 (4-(2'-cyano-4'-bromo-6'-methylphenylazo)-N,N-diethylaniline). Yield: 15.1%. As a reaction SMILES: Br[C:2]1[CH:7]=[C:6]([Br:8])[CH:5]=[C:4]([CH3:9])[C:3]=1[N:10]=[N:11][C:12]1[CH:22]=[CH:21][C:15]([N:16]([CH2:19][CH3:20])[CH2:17][CH3:18])=[CH:14][CH:13]=1.[CH2:23]=[N:24]O.N1C(C)=CC=CC=1C.[N+](C1C=CC=CC=1)([O-])=O>[Cu]I>[C:23]([C:2]1[CH:7]=[C:6]([Br:8])[CH:5]=[C:4]([CH3:9])[C:3]=1[N:10]=[N:11][C:12]1[CH:22]=[CH:21][C:15]([N:16]([CH2:19][CH3:20])[CH2:17][CH3:18])=[CH:14][CH:13]=1)#[N:24]. Procedure: A stirred mixture of 4-(2',4'-dibromo-6'-methylphenylazo)-N,N-diethylaniline (4.25 parts), copper (I) iodide (2.0 parts), formaldoxime trimer (1.75 parts), 2,6-lutidine (2.15 parts), and nitrobenzene (150 parts) was heated to 95° C. for 6 hours when thin layer chromatography showed reaction to be complete. The mixture was cooled, filtered and the nitrobenzene was removed by steam distillation. Crystallisation of the solid product from ethanol gave 4-(2'-cyano-4'-bromo-6'-methylphenylazo)-N,N-die... Starting materials: C1CCOC1, O=C(Cl)OCc1ccccc1, Nc1ccc(O)cc1. Product: O=C(Nc1ccc(O)cc1)OCc1ccccc1. As a reaction SMILES: [CH2:20]1[O:21][CH2:22][CH2:23][CH2:24]1.[Cl:1][C:2](=[O:3])[O:4][CH2:5][c:6]1[cH:7][cH:8][cH:9][cH:10][cH:11]1.[NH2:12][c:13]1[cH:14][cH:15][c:16]([OH:17])[cH:18][cH:19]1>>[C:2](=[O:3])([O:4][CH2:5][c:6]1[cH:7][cH:8][cH:9][cH:10][cH:11]1)[NH:12][c:13]1[cH:14][cH:15][c:16]([OH:17])[cH:18][cH:19]1. Starting materials: aqueous solution, [Cl-].[NH4+] (ammonium chloride), Grignard reagent, C(=C)C=1C=C(C=CC1)[Mg]Br (3-vinylphenylmagnesium bromide), C(=C)C=1C=C(C=CC1)[Mg]Br (3-vinylphenylmagnesium bromide), C(C)(=O)C1=CC=CC=C1 (acetophenone), C(C)(=O)C1=CC=CC=C1 (acetophenone), [Mg] (magnesium), [Br-].C(=C)C=1C=CC=CC1 (3-vinylbenzene bromide). The solvent is O1CCCC1 (tetrahydrofuran), O1CCCC1 (tetrahydrofuran). Run at time 1 hour. Yields the product C(=C)C=1C=C(C=CC1)C(C)(C1=CC=CC=C1)O (1-(3-vinylphenyl)-1-phenylethyl alcohol), C(C)(=O)C1=CC=CC=C1 (acetophenone). As a reaction SMILES: [Mg].[Br-].[CH:3]([C:5]1[CH:6]=[CH:7][CH:8]=[CH:9][CH:10]=1)=[CH2:4].C(C1C=C([Mg]Br)C=CC=1)=C.[C:21]([C:24]1[CH:29]=[CH:28][CH:27]=[CH:26][CH:25]=1)(=[O:23])[CH3:22].[Cl-].[NH4+]>O1CCCC1>[CH:3]([C:5]1[CH:10]=[C:9]([C:21]([OH:23])([C:24]2[CH:29]=[CH:28][CH:27]=[CH:26][CH:25]=2)[CH3:22])[CH:8]=[CH:7][CH:6]=1)=[CH2:4].[C:21]([C:24]1[CH:29]=[CH:28][CH:27]=[CH:26][CH:25]=1)(=[O:23])[CH3:22] |f:1.2,5.6|. Procedure details: To a 2 liter three-neck flask equipped with a dropping funnel, a reflux condenser and a stirrer was added 25.5 g (1.05 mole) of metallic magnesium and it was dried sufficiently by supplying dry nitrogen gas. After that, 50 ml of tetrahydrofuran which had been dried with a molecular sieve 5 A, was put into the flask and the contents were stirred vigorously. A solution of 183 g (1.0 mole) of 3-vinylbenzene bromide in 500 ml of dried tetrahydrofuran was dropped little by little over 2 hours. The re... Reactants: O.[OH-].[Li+] (lithium hydroxide monohydrate), CO\C(\C(=O)OC)=C/C1=CC(=C(C=C1)OS(=O)(=O)C(F)(F)F)OCCCC (methyl (Z)-2-methoxy-3-(3-butoxy-4-(trifluoromethanesulphonyloxy)phenyl)acrylate), Cl (hydrochloric acid). Run in O1CCCC1.O (tetrahydrofuran water). Reaction conditions: temperature 68 celsius, time 5 hour. The product is C(CCC)OC=1C=C(C=CC1OS(=O)(=O)C(F)(F)F)\C=C(\C(=O)O)/OC ((Z)-3-(3-Butoxy-4-(trifluoromethane-sulphonyloxy)phenyl)-2-methoxyacrylic acid). The yield is 64.8%. Reaction SMILES: O.[OH-].[Li+].[CH3:4][O:5]/[C:6](=[CH:11]\[C:12]1[CH:17]=[CH:16][C:15]([O:18][S:19]([C:22]([F:25])([F:24])[F:23])(=[O:21])=[O:20])=[C:14]([O:26][CH2:27][CH2:28][CH2:29][CH3:30])[CH:13]=1)/[C:7]([O:9]C)=[O:8].Cl>O1CCCC1.O>[CH2:27]([O:26][C:14]1[CH:13]=[C:12](/[CH:11]=[C:6](\[O:5][CH3:4])/[C:7]([OH:9])=[O:8])[CH:17]=[CH:16][C:15]=1[O:18][S:19]([C:22]([F:25])([F:23])[F:24])(=[O:21])=[O:20])[CH2:28][CH2:29][CH3:30] |f:0.1.2,5.6|. Procedure details: 1.53 g (36.3 mmol) of lithium hydroxide monohydrate are added to a solution of 7.5 g (18.2 mmol) of methyl (Z)-2-methoxy-3-(3-butoxy-4-(trifluoromethanesulphonyloxy)phenyl)acrylate in 50 ml of a tetrahydrofuran/water 10/1 mixture. The reaction mixture is stirred at 68° C. for 5 hours. The reaction mixture is acidified with a 2N hydrochloric acid solution down to pH=1. The reaction mixture is extracted with two times 100 ml of a heptane/ethyl acetate 1/2 mixture. The organic phases are combined a... The reactants are CCc1cccc(F)c1, O=[N+]([O-])O. Yields the product CCc1cc(F)ccc1[N+](=O)[O-]. As a reaction SMILES: [CH2:1]([CH3:2])[c:3]1[cH:4][c:5]([F:9])[cH:6][cH:7][cH:8]1.[OH:10][N+:11]([O-:12])=[O:13]>>[CH2:1]([CH3:2])[c:3]1[cH:4][c:5]([F:9])[cH:6][cH:7][c:8]1[N+:11](=[O:10])[O-:12]. The reactants are CC(CCCl)c1ccc(-c2ccc(F)cc2)cc1, O=C(Cl)CCCl, Fc1ccc(-c2ccccc2)cc1, O=C(CCCl)c1ccc(-c2ccc(F)cc2)cc1. Yields the product CC(O)(CCCl)c1ccc(-c2ccc(F)cc2)cc1. Reaction SMILES: [Cl:1][CH2:2][CH2:3][CH:4]([CH3:5])[c:6]1[cH:7][cH:8][c:9](-[c:12]2[cH:13][cH:14][c:15]([F:18])[cH:16][cH:17]2)[cH:10][cH:11]1.[Cl:32][CH2:33][CH2:34][C:35](=[O:36])[Cl:37].[F:19][c:20]1[cH:21][cH:22][c:23](-[c:24]2[cH:25][cH:26][cH:27][cH:28][cH:29]2)[cH:30][cH:31]1.[F:38][c:39]1[cH:40][cH:41][c:42](-[c:43]2[cH:44][cH:45][c:46]([C:47](=[O:48])[CH2:49][CH2:50][Cl:51])[cH:52][cH:53]2)[cH:54][cH:55]1>>[Cl:1][CH2:2][CH2:3][C:4]([CH3:5])([c:6]1[cH:7][cH:8][c:9](-[c:12]2[cH:13][cH:14][c:15]([F:18])[cH:16][cH:17]2)[cH:10][cH:11]1)[OH:36]. Starting materials: [Ir(cod)Cl]2, C1CCOC1 (THF), PTFE, NC1=CC=CC=C1 (Aniline), C(OCC=CC1=CC=CC=C1)([O-])=O (cinnamyl carbonate). Reagents/catalysts: C1CN2CCN1CC2 (DABCO). Run at time 10 hour. Product: C(#C)C(NC1=CC=C(C=C1)C)C1=CC=CC=C1 (α-Ethynyl-N-(p-tolyl)-benzenemethanamine). The yield is 80.0%. RXN SMILES: [NH2:1][C:2]1[CH:7]=[CH:6][CH:5]=[CH:4][CH:3]=1.C(=O)([O-])O[CH2:10][CH:11]=[CH:12][C:13]1[CH:18]=[CH:17][CH:16]=[CH:15][CH:14]=1.[CH2:21]1COCC1>C1N2CCN(CC2)C1>[C:11]([CH:12]([C:13]1[CH:18]=[CH:17][CH:16]=[CH:15][CH:14]=1)[NH:1][C:2]1[CH:7]=[CH:6][C:5]([CH3:21])=[CH:4][CH:3]=1)#[CH:10]. Procedure: A typical procedure is given for the reaction of entry 1 in Table 1. In a drybox, DABCO (5.6 mg, 0.050 mmol), [Ir(cod)Cl]2 (3.4 mg, 0.005 mmol) and (Ra,Rc,Rc)-7 (6.4 mg, 0.01 mmol) were dissolved in 0.5 mL of THF in a screw-capped vial. A small magnetic stirbar was added, and the vial were sealed with a cap containing a PTFE septum and removed from the drybox. Aniline (130 mg, mmol) and cinnamyl carbonate (188 mg, 0.979 mmol) were added to the reaction mixture by syringe. The reaction mixture wa...